From a dataset of the Open Reaction Database (ORD), a public repository of structured organic reaction records. describe an organic reaction: reactants, conditions, products, and yield Reported procedure: The title compound was prepared starting from 1.73 g (71% purity, 3.72 mmol) of the compound from Example 23A in analogy to the synthesis of the compound from Example 47A. 1.23 g (81% of theory) of the title compound were obtained. Reactants: S1C=CC2=C1C=CC(=C2)C(C2C(OC(OC2=O)(C)C)=O)C2=CNC1=C(C=CC=C21)CSC (5-[(1-Benzothiophen-5-yl){7-[(methylsulfanyl)methyl]-1H-indol-3-yl}methyl]-2,2-dimethyl-1,3-dioxane-4,6-dione), ClC1=CC=C(C=C1)C(CC(=O)OCC)C1=CNC2=C(C(=CC=C12)F)CSC (Ethyl 3-(4-chlorophenyl)-3-{6-fluoro-7-[(methylsulfanyl)methyl]-1H-indol-3-yl}propanoate). The product is S1C=CC2=C1C=CC(=C2)C(CC(=O)OCC)C2=CNC1=C(C=CC=C21)CSC (Ethyl 3-(1-benzothiophen-5-yl)-3-{7-[(methylsulfanyl)methyl]-1H-indol-3-yl}propanoate). As a reaction SMILES: [S:1]1[C:5]2[CH:6]=[CH:7][C:8]([CH:10]([C:21]3[C:29]4[C:24](=[C:25]([CH2:30][S:31][CH3:32])[CH:26]=[CH:27][CH:28]=4)[NH:23][CH:22]=3)[CH:11]3C(=O)O[C:14](C)([CH3:18])[O:13][C:12]3=[O:20])=[CH:9][C:4]=2[CH:3]=[CH:2]1.ClC1C=CC(C(C2C3C(=C(CSC)C(F)=CC=3)NC=2)CC(OCC)=O)=CC=1>>[S:1]1[C:5]2[CH:6]=[CH:7][C:8]([CH:10]([C:21]3[C:29]4[C:24](=[C:25]([CH2:30][S:31][CH3:32])[CH:26]=[CH:27][CH:28]=4)[NH:23][CH:22]=3)[CH2:11][C:12]([O:13][CH2:14][CH3:18])=[O:20])=[CH:9][C:4]=2[CH:3]=[CH:2]1. Reactants: N(=[N+]=[N-])C1C2C(OC1)C(CO2)OCCOCC2=CC=CC=C2 (3-azido-6-(2-(benzyloxy)ethoxy)hexahydrofuro[3,2-b]furan). The reagents and catalysts are [Pd] (Pd/C). The solvent is CO (MeOH). Reaction conditions: time 8 hour. Product: NC1COC2C1OCC2OCCO (2-((6-aminohexahydrofuro[3,2-b]furan-3-yl)oxy)ethanol). Reaction SMILES: [N:1]([CH:4]1[CH2:8][O:7][CH:6]2[CH:9]([O:12][CH2:13][CH2:14][O:15]CC3C=CC=CC=3)[CH2:10][O:11][CH:5]12)=[N+]=[N-]>CO.[Pd]>[NH2:1][CH:4]1[CH:5]2[O:11][CH2:10][CH:9]([O:12][CH2:13][CH2:14][OH:15])[CH:6]2[O:7][CH2:8]1. Procedure details: To a suspension of 3-azido-6-(2-(benzyloxy)ethoxy)hexahydrofuro[3,2-b]furan (crude product) in MeOH (20 mL) was added Pd/C (10%, 0.31 g). The mixture was stirred at room temperature under a H2 atmosphere overnight. The mixture was filtered and washed with MeOH (20 mL). The filtrate was concentrated in vacuo to give the crude product as brown liquid. The residue was used in the next reaction without further purification. Reactants: COC(CC1=CC=C(C=C1)OS(=O)(=O)C)=O ((4-Methanesulfonyloxy-phenyl)-acetic acid methyl ester), Cl (HCl), CCOC(=O)C (EtOAc), [Li+].[OH-] (LiOH). Run in O1CCOCC1 (dioxane), O (water). Conditions: time 15 minute. Product: CS(=O)(=O)OC1=CC=C(C=C1)CC(=O)O ((4-Methanesulfonyloxy-phenyl)-acetic acid), solid. Yield: 85.7%. RXN SMILES: C[O:2][C:3](=[O:16])[CH2:4][C:5]1[CH:10]=[CH:9][C:8]([O:11][S:12]([CH3:15])(=[O:14])=[O:13])=[CH:7][CH:6]=1.[Li+].[OH-].Cl.CCOC(C)=O>O1CCOCC1.O>[CH3:15][S:12]([O:11][C:8]1[CH:7]=[CH:6][C:5]([CH2:4][C:3]([OH:16])=[O:2])=[CH:10][CH:9]=1)(=[O:14])=[O:13] |f:1.2|. Reported procedure: (4-Methanesulfonyloxy-phenyl)-acetic acid methyl ester (615 mg, 2.51 mmol) was dissolved in a 1:1 mixture of dioxane and water (6 mL) and an aq. solution of LiOH (2 eq., 5.05 mL, 1N) was added and the mixture was stirred at ambient temperature for 15 min. After the addition of aq. HCl (3N) and EtOAc, the phases were separated and the organic layer was dried (MgSO4), filtered and evaporated under reduced pressure. The title compound was obtained without further purification as a solid (497 mg, 85... Reactants: COC(=O)c1c(I)cccc1CBr, CCOC(C)=O, Cc1ccccc1, CCCCCC, [K+], [K+], O=C([O-])[O-], Cc1ccc(CCN)cc1. The product is Cc1ccc(CCN2Cc3cccc(I)c3C2=O)cc1. As a reaction SMILES: [CH3:1][O:2][C:3]([c:4]1[c:5]([CH2:11][Br:12])[cH:6][cH:7][cH:8][c:9]1[I:10])=[O:13].[CH3:30][CH2:31][O:32][C:33](=[O:34])[CH3:35].[CH3:36][c:37]1[cH:38][cH:39][cH:40][cH:41][cH:42]1.[CH3:43][CH2:44][CH2:45][CH2:46][CH2:47][CH3:48].[K+:24].[K+:25].[O-:26][C:27]([O-:28])=[O:29].[c:14]1([CH3:23])[cH:15][cH:16][c:17]([CH2:20][CH2:21][NH2:22])[cH:18][cH:19]1>>[C:3]1(=[O:13])[c:4]2[c:5]([cH:6][cH:7][cH:8][c:9]2[I:10])[CH2:11][N:22]1[CH2:21][CH2:20][c:17]1[cH:16][cH:15][c:14]([CH3:23])[cH:19][cH:18]1.